This data is from the Open Reaction Database (ORD), a public repository of structured organic reaction records. The task is: describe an organic reaction: reactants, conditions, products, and yield Reactants: ClC1=C2C(=NC=C1C(=O)OCC)N(N=C2C)C (ethyl 4-chloro-1,3-dimethyl-1H pyrazolo[3,4-b]pyridine-5-carboxylate), CNS(=O)(=O)C1=CC=C(C=C1)F (N-methyl-4-fluorobenzenesulfonamide), C(=O)([O-])[O-].[K+].[K+] (K2CO3), CN1C(CCC1)=O (1-methyl-2-pyrrolidinone). Reagents/catalysts: C1COCCOCCOCCOCCOCCO1 (18-crown-6). Run at temperature 100 celsius. The product is FC1=CC=C(C=C1)S(=O)(=O)CNC1=C2C(=NC=C1C(=O)OCC)N(N=C2C)C (Ethyl 4-[(4-Fluorobenzenesulfonyl)methylamino]-1,3-dimethyl-1H-pyrazolo[3,4-b]pyridine-5-carboxylate). RXN SMILES: Cl[C:2]1[C:7]([C:8]([O:10][CH2:11][CH3:12])=[O:9])=[CH:6][N:5]=[C:4]2[N:13]([CH3:17])[N:14]=[C:15]([CH3:16])[C:3]=12.CN[S:20]([C:23]1[CH:28]=[CH:27][C:26]([F:29])=[CH:25][CH:24]=1)(=[O:22])=[O:21].C([O-])([O-])=O.[K+].[K+].[CH3:36][N:37]1CCCC1=O>C1OCCOCCOCCOCCOCCOC1>[F:29][C:26]1[CH:25]=[CH:24][C:23]([S:20]([CH2:36][NH:37][C:2]2[C:7]([C:8]([O:10][CH2:11][CH3:12])=[O:9])=[CH:6][N:5]=[C:4]3[N:13]([CH3:17])[N:14]=[C:15]([CH3:16])[C:3]=23)(=[O:21])=[O:22])=[CH:28][CH:27]=1 |f:2.3.4|. Procedure details: A mixture of 2.53 g (0.01 mol) of ethyl 4-chloro-1,3-dimethyl-1H pyrazolo[3,4-b]pyridine-5-carboxylate, 1.89 g (0.01 mol) of N-methyl-4-fluorobenzenesulfonamide, 6.91 g (0.05 mol) of anhydrous K2CO3, 0.143 g of 18-crown-6 and 70 ml of anhydrous 1-methyl-2-pyrrolidinone was stirred and heated at 100° C. for 17 hours. The solvent was removed under vacuum and water added to the residue. The mixture was extracted with CH2Cl2, and the extract washed with H2O, brine and dried (Na2SO4). The solution wa... The reactants are CSc1cc2c(cn1)[nH]c1ccccc12, O, O=[N+]([O-])O. Product: CSc1cc2c(cn1)[nH]c1ccc([N+](=O)[O-])cc12. As a reaction SMILES: [CH3:1][S:2][c:3]1[n:4][cH:5][c:6]2[nH:7][c:8]3[cH:9][cH:10][cH:11][cH:12][c:13]3[c:14]2[cH:15]1.[OH2:20].[OH:16][N+:17]([O-:18])=[O:19]>>[CH3:1][S:2][c:3]1[n:4][cH:5][c:6]2[nH:7][c:8]3[cH:9][cH:10][c:11]([N+:17](=[O:16])[O-:18])[cH:12][c:13]3[c:14]2[cH:15]1.